Dataset: the Open Reaction Database (ORD), a public repository of structured organic reaction records. Task: describe an organic reaction: reactants, conditions, products, and yield Reactants: ClC1=NC(=NC=C1)C=O (4-chloropyrimidine-2-carbaldehyde), N1C(COCC1)CO (morpholin-3-ylmethanol). Yields the product ClC1=NC(=NC=C1)CN1C(COCC1)CO ({4-[(4-Chloropyrimidin-2-yl)methyl]morpholin-3-yl}methanol). As a reaction SMILES: [Cl:1][C:2]1[CH:7]=[CH:6][N:5]=[C:4]([CH:8]=O)[N:3]=1.[NH:10]1[CH2:15][CH2:14][O:13][CH2:12][CH:11]1[CH2:16][OH:17]>>[Cl:1][C:2]1[CH:7]=[CH:6][N:5]=[C:4]([CH2:8][N:10]2[CH2:15][CH2:14][O:13][CH2:12][CH:11]2[CH2:16][OH:17])[N:3]=1. Procedure details: The title compound was prepared according to the general procedure in Example 45, Step 1 using 4-chloropyrimidine-2-carbaldehyde (0.573 g, 4.02 mmol) and morpholin-3-ylmethanol (0.565 g, 4.82 mmol) as the starting materials. Reactants: [BH4-], COc1ccc(OCCCN(C)C)c(C=NCCc2ccccc2)c1, CO, [Na+]. Product: COc1ccc(OCCCN(C)C)c(CNCCc2ccccc2)c1. RXN SMILES: [BH4-:26].[CH3:1][N:2]([CH2:3][CH2:4][CH2:5][O:6][c:7]1[c:8]([CH:15]=[N:16][CH2:17][CH2:18][c:19]2[cH:20][cH:21][cH:22][cH:23][cH:24]2)[cH:9][c:10]([O:13][CH3:14])[cH:11][cH:12]1)[CH3:25].[CH3:28][OH:29].[Na+:27]>>[CH3:1][N:2]([CH2:3][CH2:4][CH2:5][O:6][c:7]1[c:8]([CH2:15][NH:16][CH2:17][CH2:18][c:19]2[cH:20][cH:21][cH:22][cH:23][cH:24]2)[cH:9][c:10]([O:13][CH3:14])[cH:11][cH:12]1)[CH3:25]. The reactants are SC=1OC2=C(N1)C=CC=C2 (2-Mercaptobenzoxazole), C(C)(C)(C)C1=C(C(=CC=C1)C)O (2-tertbutyl-6-methylphenol), C=O (paraformaldehyde), C(CCC)NCCCC (di-n-butylamine). Run at time 2 hour. Yields the product C(C)(C)(C)C=1C=C(CC2=CC=CC3=C2NC(O3)=S)C=C(C1O)C ((3-Tertbutyl-5-methyl-4-hydroxybenzyl)-benzoxazolin-2-thione). As a reaction SMILES: [SH:1][C:2]1[O:3][C:4]2[CH:10]=[CH:9][CH:8]=[CH:7][C:5]=2[N:6]=1.[C:11]([C:15]1[CH:20]=[CH:19][CH:18]=[C:17]([CH3:21])[C:16]=1[OH:22])([CH3:14])([CH3:13])[CH3:12].C=O.[CH2:25](NCCCC)CCC>>[C:11]([C:15]1[CH:20]=[C:19]([CH:18]=[C:17]([CH3:21])[C:16]=1[OH:22])[CH2:25][C:7]1[C:5]2[NH:6][C:2](=[S:1])[O:3][C:4]=2[CH:10]=[CH:9][CH:8]=1)([CH3:14])([CH3:13])[CH3:12]. Procedure: 2-Mercaptobenzoxazole (10.96 g, 0.073 mol), 2-tertbutyl-6-methylphenol (11.9 g, 0.073 mol), paraformaldehyde (2.18 g, 0.073 mol) and di-n-butylamine (0.5 ml) are heated to 120° C. After two hours, the reaction mixture solidifies. The solid mass is crystallised from ethanol to yield a white solid (19.8 g, 84% of theory) of m.p. 155°-157° C. (Found N=4.17; C19H21NO2S requires N=4.28%). The reactants are BrCc1ccc(CBr)cc1, FC(F)(F)c1ccc2c(S)ccnc2c1, [H-], [Na+], CN(C)C=O, O. Yields the product FC(F)(F)c1ccc2c(SCc3ccc(CBr)cc3)ccnc2c1. RXN SMILES: [Br:18][CH2:19][c:20]1[cH:21][cH:22][c:23]([CH2:26][Br:27])[cH:24][cH:25]1.[F:1][C:2]([c:3]1[cH:4][cH:5][c:6]2[c:7]([SH:13])[cH:8][cH:9][n:10][c:11]2[cH:12]1)([F:14])[F:15].[H-:17].[Na+:16].[O:29]=[CH:30][N:31]([CH3:32])[CH3:33].[OH2:28]>>[F:1][C:2]([c:3]1[cH:4][cH:5][c:6]2[c:7]([S:13][CH2:26][c:23]3[cH:22][cH:21][c:20]([CH2:19][Br:18])[cH:25][cH:24]3)[cH:8][cH:9][n:10][c:11]2[cH:12]1)([F:14])[F:15]. Starting materials: C(C1=CC=CC=C1)OC[C@H](CO)C1=C(C=C(C=C1)Br)C ((S)-3-(Benzyloxy)-2-(4-bromo-2-methylphenyl)propan-1-ol), CC(=O)OI1(C=2C=CC=CC2C(=O)O1)(OC(=O)C)OC(=O)C (Dess-Martin periodinane). Solvent: ClCCl (dichloromethane). Reaction conditions: time 2 hour. Yields the product C(C1=CC=CC=C1)OC[C@H](C=O)C1=C(C=C(C=C1)Br)C ((R)-3-(Benzyloxy)-2-(4-bromo-2-methylphenyl)propanal). The yield is 71.1%. RXN SMILES: [CH2:1]([O:8][CH2:9][C@@H:10]([C:13]1[CH:18]=[CH:17][C:16]([Br:19])=[CH:15][C:14]=1[CH3:20])[CH2:11][OH:12])[C:2]1[CH:7]=[CH:6][CH:5]=[CH:4][CH:3]=1.CC(OI1(OC(C)=O)(OC(C)=O)OC(=O)C2C=CC=CC1=2)=O>ClCCl>[CH2:1]([O:8][CH2:9][C@@H:10]([C:13]1[CH:18]=[CH:17][C:16]([Br:19])=[CH:15][C:14]=1[CH3:20])[CH:11]=[O:12])[C:2]1[CH:3]=[CH:4][CH:5]=[CH:6][CH:7]=1. Procedure details: To 16F (2.83 g, 8.44 mmol) in dichloromethane (60 ml) was added Dess-Martin periodinane (4.30 g, 10.13 mmol) at rt. The reaction was stirred at rt for 2 h. The mixture was filtered and the filtrate was concentrated. The crude product was purified by flash chromatography (0-30% ethyl acetate/hexanes). The desired fractions were combined, concentrated to give 16G (2.0 g, 6.00 mmol, 71.1% yield) as colorless oil. MS (ESI) (m/z): 331.3, 333.3 (M+H)+. 1H NMR (400 MHz, chloroform-d) δ ppm 9.72 (s, 1H)... Starting materials: C=O (formaldehyde), Cl.CNC (dimethylamine hydrochloride), [OH-].[Na+] (sodium hydroxide), CN1C=CC=C1 (1-methylpyrrole). Solvent: CCOCC (ether). Conditions: time 30 minute. Product: CN(C)CC=1N(C=CC1)C (2-(N,N-dimethylaminomethyl)-1-methylpyrrol). The yield is 86.3%. RXN SMILES: [CH2:1]=O.Cl.[CH3:4][NH:5][CH3:6].[CH3:7][N:8]1[CH:12]=[CH:11][CH:10]=[CH:9]1.[OH-].[Na+]>CCOCC>[CH3:4][N:5]([CH2:1][C:9]1[N:8]([CH3:7])[CH:12]=[CH:11][CH:10]=1)[CH3:6] |f:1.2,4.5|. Procedure details: A mixture of 35% aqueous formaldehyde solution (20.8 mL, 264 mmol) and dimethylamine hydrochloride (22.7 g, 278 mmol) was added to 1-methylpyrrole (21.4 g, 264 mmol) under ice-cooling with stirring over 1 hour and 30 minutes and the mixture was stirred at room temperature for 6 hours. A 10% aqueous sodium hydroxide solution (150 mL) and ether were added to the reaction mixture to separate it. The thus obtained organic phase was separated, washed with a saturated aqueous NaCl solution and dried o...